From a dataset of the Open Reaction Database (ORD), a public repository of structured organic reaction records. describe an organic reaction: reactants, conditions, products, and yield Starting materials: OC1(CC(CCC1)C)CNC(=O)C=1C=2C=CC(=NC2C=CC1Cl)Cl (2,6-dichloro-quinoline-5-carboxylic acid (1-hydroxy-3methyl-cyclohexylmethyl)-amide), CCN(C(C)C)C(C)C (DIPEA), FC1(CNCC1)F (3,3-difluoropyrrolidine). Yields the product OC1(CC(CCC1)C)CNC(=O)C=1C=2C=CC(=NC2C=CC1Cl)N1CC(CC1)(F)F (6-Chloro-2-(3,3-difluoropyrrolidin-1-yl)-quinoline-5-carboxylic acid (1-hydroxy-3-methyl-cyclohexylmethyl)-amide). RXN SMILES: [OH:1][C:2]1([CH2:9][NH:10][C:11]([C:13]2[C:14]3[CH:15]=[CH:16][C:17](Cl)=[N:18][C:19]=3[CH:20]=[CH:21][C:22]=2[Cl:23])=[O:12])[CH2:7][CH2:6][CH2:5][CH:4]([CH3:8])[CH2:3]1.CCN(C(C)C)C(C)C.[F:34][C:35]1([F:40])[CH2:39][CH2:38][NH:37][CH2:36]1>>[OH:1][C:2]1([CH2:9][NH:10][C:11]([C:13]2[C:14]3[CH:15]=[CH:16][C:17]([N:37]4[CH2:38][CH2:39][C:35]([F:40])([F:34])[CH2:36]4)=[N:18][C:19]=3[CH:20]=[CH:21][C:22]=2[Cl:23])=[O:12])[CH2:7][CH2:6][CH2:5][CH:4]([CH3:8])[CH2:3]1. Reported procedure: The title compound was synthesized according to the procedure described in example 1 using 2,6-dichloro-quinoline-5-carboxylic acid (1-hydroxy-3methyl-cyclohexylmethyl)-amide, DIPEA and 3,3-difluoropyrrolidine. 1H NMR (400 MHz, DMSO-d6) δ ppm 8.75 (1H), 7.85 (m, 1H), 7.58 (2H), 7.05 (1H), 4.16 (s, 1H), 3.89 (m, 2H), 3.70 (m, 1H), 3.55 (m, 1H), 3.26 (m, 2H), 2.44 (m, 2H), 2.06 (m, 2H), 1.85 (m, 2H), 1.74-1.76 (m, 5H), 1.27-1.32 (m, 1H), 0.83 (d, 3H). m/z: 438 [M+H]